describe an organic reaction: reactants, conditions, products, and yield From a dataset of the Open Reaction Database (ORD), a public repository of structured organic reaction records. Reactants: CCN(C(C)C)C(C)C (Hunig's base), C1(=CC=CC=C1)P(C1=CC=CC=C1)(C1=CC=CC=C1)=CC(=O)OC (methyl (triphenylphosphoranylidene)acetate), C(C(=O)Cl)(=O)Cl (Oxalyl chloride), CS(=O)C (dimethylsulfoxide), C(C)(C)(C)OC(=O)N(CCCO)CC1=C(C=CC(=C1)F)Br (N-(tert-butoxycarbonyl)-N-((2-bromo-5-fluorophenyl)methyl)-N-(3-hydroxypropyl)amine). The solvent is C(Cl)Cl (methylene chloride). Conditions: temperature -65 celsius, time 20 minute. Yields the product C(C)(C)(C)OC(=O)N(CC1=C(C=CC(=C1)F)Br)CC/C=C/C(=O)OC (methyl (2E)-5-(N-(tert-butoxycarbonyl)-N-((2-bromo-5-fluorophenyl)methyl) amino)pent-2-enoate). Reaction SMILES: C(Cl)(=O)C(Cl)=O.CS(C)=O.[C:11]([O:15][C:16]([N:18]([CH2:23][C:24]1[CH:29]=[C:28]([F:30])[CH:27]=[CH:26][C:25]=1[Br:31])[CH2:19][CH2:20][CH2:21]O)=[O:17])([CH3:14])([CH3:13])[CH3:12].CCN(C(C)C)C(C)C.C1(P(=[CH:60][C:61]([O:63][CH3:64])=[O:62])(C2C=CC=CC=2)C2C=CC=CC=2)C=CC=CC=1>C(Cl)Cl>[C:11]([O:15][C:16]([N:18]([CH2:19][CH2:20]/[CH:21]=[CH:60]/[C:61]([O:63][CH3:64])=[O:62])[CH2:23][C:24]1[CH:29]=[C:28]([F:30])[CH:27]=[CH:26][C:25]=1[Br:31])=[O:17])([CH3:14])([CH3:13])[CH3:12]. Procedure details: Oxalyl chloride (1.8 eq) was added to a stirred solution of dimethylsulfoxide (3.8 eq) in methylene chloride (0.25 M) at −78° C. maintaining the temperature<−65° C. After 20 min, a solution of N-(tert-butoxycarbonyl)-N-((2-bromo-5-fluorophenyl)methyl)-N-(3-hydroxypropyl)amine (1 eq) was added and the resulting mixture stirred 30 minutes. Hunig's base (4 eq) was added and the reaction allowed to warm to RT. The mixture was then cooled to 15° C. and methyl (triphenylphosphoranylidene)acetate was a... The reactants are O (water), O (Water), C\C(=C/CN=[N+]=[N-])\CC\C=C(\CCC=C(C)C)/C ((E,E)-3,7,11-trimethyl-2,6,10-dodecatrienylazide), C1(=CC=CC=C1)P(C1=CC=CC=C1)C1=CC=CC=C1 (triphenylphosphine). Solvent: C1CCOC1 (THF). Run at time 8 hour. Yields the product C\C(=C/CN)\CC\C=C(\CCC=C(C)C)/C ((E,E)-3,7,11-trimethyl-2,6,10-dodecatrienylamine). As a reaction SMILES: O.[CH3:2]/[C:3](/[CH2:9][CH2:10]/[CH:11]=[C:12](\[CH3:19])/[CH2:13][CH2:14][CH:15]=[C:16]([CH3:18])[CH3:17])=[CH:4]\[CH2:5][N:6]=[N+]=[N-].C1(P(C2C=CC=CC=2)C2C=CC=CC=2)C=CC=CC=1>C1COCC1>[CH3:2]/[C:3](/[CH2:9][CH2:10]/[CH:11]=[C:12](\[CH3:19])/[CH2:13][CH2:14][CH:15]=[C:16]([CH3:18])[CH3:17])=[CH:4]\[CH2:5][NH2:6]. Reported procedure: Water (46 μL) was added to a stirred mixture of (E,E)-3,7,11-trimethyl-2,6,10-dodecatrienylazide (0.8 g, 3.2 mmol) and triphenylphosphine (0.94 g, 3.62 mmol) in THF (3 mL) and stirred at room temperature overnight. An additional amount of water (46 ML) was added and stirred for another two hours. The reaction mixture was evaporated to dryness and the residue was redissolved in methylene chloride, then MgSO4 was added and filtered. The filtrate was concentrated in vacuo to give the crude title co... Reactants: solid, BrC1=CC(=CC=2C(=C3N(C12)CCNC3=O)C)F (6-bromo-8-fluoro-10-methyl-3,4-dihydro-2H-pyrazino[1,2-a]indol-1-one), BrC1=CC(=CC=2C(=C3N(C12)CCNC3=O)C)F (6-bromo-8-fluoro-10-methyl-3,4-dihydro-2H-pyrazino[1,2-a]indol-1-one), ClC1=C(C=CC(=C1)Cl)B(O)O (2,4-dichloro-phenylboronic acid). Yields the product ClC1=C(C=CC(=C1)Cl)C1=CC(=CC=2C(=C3N(C12)CCNC3=O)C)F (6-(2,4-Dichloro-phenyl)-8-fluoro-10-methyl-3,4-dihydro-2H-pyrazino[1,2-a]indol-1-one). As a reaction SMILES: Br[C:2]1[C:10]2[N:9]3[CH2:11][CH2:12][NH:13][C:14](=[O:15])[C:8]3=[C:7]([CH3:16])[C:6]=2[CH:5]=[C:4]([F:17])[CH:3]=1.[Cl:18][C:19]1[CH:24]=[C:23]([Cl:25])[CH:22]=[CH:21][C:20]=1B(O)O>>[Cl:18][C:19]1[CH:24]=[C:23]([Cl:25])[CH:22]=[CH:21][C:20]=1[C:2]1[C:10]2[N:9]3[CH2:11][CH2:12][NH:13][C:14](=[O:15])[C:8]3=[C:7]([CH3:16])[C:6]=2[CH:5]=[C:4]([F:17])[CH:3]=1. Procedure details: The title compound, white solid (50 mg, 55%), MS (ISP) m/z=363.5 [(M+H)+], mp 214° C., was prepared in accordance with the general method of example 1 from 6-bromo-8-fluoro-10-methyl-3,4-dihydro-2H-pyrazino[1,2-a]indol-1-one (intermediate 14) (74.3 mg, 0.25 mmol) and commercially available 2,4-dichloro-phenylboronic acid (62.0 mg, 0.325 mmol). The reactants are FC(C(CC(=O)C1=CC(=C(C=C1)[N+](=O)[O-])C)=O)(F)F (4,4,4-trifluoro-1-(3-methyl-4-nitro-phenyl)-butane-1,3-dione), FC(CNN)(F)F (2,2,2-trifluoroethylhydrazine), C1(=CC=C(C=C1)S(=O)(=O)O)C (p-toluenesulfonic acid). The solvent is C1(=CC=CC=C1)C (toluene). The product is 3-(3-methyl-4-nitro-phenyl)-1-(2,2,2-trifluoro-ethyl)-5-trifluoro-methyl-1H-pyrazole, CC=1C=C(C=CC1[N+](=O)[O-])C1=CC(=NN1CC(F)(F)F)C(F)(F)F (5-(3-methyl-4-nitro-phenyl)-1-(2,2,2-trifluoro-ethyl)-3-trifluoromethyl-1H-pyrazole). Yield: 21.6%. As a reaction SMILES: [F:1][C:2]([F:19])([F:18])[C:3](=O)[CH2:4][C:5]([C:7]1[CH:12]=[CH:11][C:10]([N+:13]([O-:15])=[O:14])=[C:9]([CH3:16])[CH:8]=1)=O.[F:20][C:21]([F:26])([F:25])[CH2:22][NH:23][NH2:24].C1(C)C=CC(S(O)(=O)=O)=CC=1>C1(C)C=CC=CC=1>[CH3:16][C:9]1[CH:8]=[C:7]([C:5]2[N:23]([CH2:22][C:21]([F:26])([F:25])[F:20])[N:24]=[C:3]([C:2]([F:19])([F:18])[F:1])[CH:4]=2)[CH:12]=[CH:11][C:10]=1[N+:13]([O-:15])=[O:14]. Procedure details: A toluene solution of 4,4,4-trifluoro-1-(3-methyl-4-nitro-phenyl)-butane-1,3-dione (1.8 g), 2,2,2-trifluoroethylhydrazine (1.2 g) and a catalytic amount of p-toluenesulfonic acid were refluxed for 6 hours. After cooling, the solvent was distilled off and the obtained residue was purified by silica gel column chromatography to obtain 3-(3-methyl-4-nitro-phenyl)-1-(2,2,2-trifluoro-ethyl)-5-trifluoro-methyl-1H-pyrazole (IX-5) (1.1 g) and 5-(3-methyl-4-nitro-phenyl)-1-(2,2,2-trifluoro-ethyl)-3-trifl... Starting materials: ClC1=C(N)C(=CC=C1)Cl (2,6-dichloroaniline), Cl (HCl), C1=C(C=CC=C1O)C (m-cresol), resultant mixture, N#CN (cyanamide), Cl (hydrogen chloride), [OH-].[Na+] (sodium hydroxide). The solvent is CCOCC (ether). Yields the product Cl.ClC1=C(C(=CC=C1)Cl)NC(=N)N (2,6-dichlorophenylguanidine hydrochloride). As a reaction SMILES: [Cl:1][C:2]1[CH:8]=[CH:7][CH:6]=[C:5]([Cl:9])[C:3]=1[NH2:4].Cl.C1C(O)=CC=CC=1C.[N:19]#[C:20][NH2:21].[OH-].[Na+]>CCOCC>[ClH:1].[Cl:1][C:2]1[CH:8]=[CH:7][CH:6]=[C:5]([Cl:9])[C:3]=1[NH:4][C:20]([NH2:21])=[NH:19] |f:4.5,7.8|. Procedure details: To 51 g (0.315 mole) of 2,6-dichloroaniline is added 0.4 moles of ethereal HCl and 200 ml of m-cresol. The mixture is then stirred and heated on a steam bath to drive off the ether and excess hydrogen chloride. To the resultant mixture is then added 13.3 g (0.315 mole) of cyanamide then heated for 2 hours on a steam bath. The reaction mixture is then cooled, added to 150 ml of conc. sodium hydroxide solution, cooled and extracted with 2 liters of ether. The ether layer is washed with 2×1 liter o... Starting materials: C(=NC1CCCCC1)=NC1CCCCC1, C1CCOC1, CC1C2CCC3C4CC=C5CC(O)CCC5(C)C4CCC32CN1C, CN(C)c1ccncc1, O=C(O)Cc1ccc(F)cc1. Yields the product CC1C2CCC3C4CC=C5CC(OC(=O)Cc6ccc(F)cc6)CCC5(C)C4CCC32CN1C. As a reaction SMILES: [CH2:36]1[CH2:37][CH2:38][CH:39]([N:40]=[C:41]=[N:42][CH:43]2[CH2:44][CH2:45][CH2:46][CH2:47][CH2:48]2)[CH2:49][CH2:50]1.[CH2:60]1[O:61][CH2:62][CH2:63][CH2:64]1.[CH3:1][N:2]1[CH:3]([CH3:24])[CH:4]2[CH2:5][CH2:6][CH:7]3[C:8]2([CH2:9][CH2:10][CH:11]2[C:12]4([CH3:22])[CH2:13][CH2:14][CH:15]([OH:21])[CH2:16][C:17]4=[CH:18][CH2:19][CH:20]32)[CH2:23]1.[CH3:51][N:52]([CH3:53])[c:54]1[cH:55][cH:56][n:57][cH:58][cH:59]1.[F:25][c:26]1[cH:27][cH:28][c:29]([CH2:32][C:33](=[O:34])[OH:35])[cH:30][cH:31]1>>[CH3:1][N:2]1[CH:3]([CH3:24])[CH:4]2[CH2:5][CH2:6][CH:7]3[C:8]2([CH2:9][CH2:10][CH:11]2[C:12]4([CH3:22])[CH2:13][CH2:14][CH:15]([O:21][C:33]([CH2:32][c:29]5[cH:28][cH:27][c:26]([F:25])[cH:31][cH:30]5)=[O:34])[CH2:16][C:17]4=[CH:18][CH2:19][CH:20]32)[CH2:23]1. Starting materials: CCCc1c(OCC(=O)OCC)ccc(C(C)=O)c1O, CO, [Na+], [OH-]. The product is CCCc1c(OCC(=O)O)ccc(C(C)=O)c1O. RXN SMILES: [CH2:1]([CH3:2])[O:3][C:4]([CH2:5][O:6][c:7]1[c:8]([CH2:17][CH2:18][CH3:19])[c:9]([OH:16])[c:10]([C:13]([CH3:14])=[O:15])[cH:11][cH:12]1)=[O:20].[CH3:23][OH:24].[Na+:22].[OH-:21]>>[O:3]=[C:4]([CH2:5][O:6][c:7]1[c:8]([CH2:17][CH2:18][CH3:19])[c:9]([OH:16])[c:10]([C:13]([CH3:14])=[O:15])[cH:11][cH:12]1)[OH:20].